From a dataset of the Open Reaction Database (ORD), a public repository of structured organic reaction records. describe an organic reaction: reactants, conditions, products, and yield Starting materials: C(CCC)OCCOC1=CC=C(C=C1)C=1C=CC2=C(C=C(CCN2)C(=O)OC)C1 (methyl 7-[4-(2-butoxyethoxy)phenyl]-2,3-dihydro-1H-1-benzazepine-4-carboxylate), C1(CCCCC1)C=O (cyclohexanecarboaldehyde), C(O)([O-])=O.[Na+] (sodium hydrogen carbonate), C(C)(=O)O[BH-](OC(C)=O)OC(C)=O.[Na+] (sodium triacetoxyborohydride). Solvent: ClCCCl (1,2-dichloroethane), O (water). Reaction conditions: time 3.5 hour. The product is C(CCC)OCCOC1=CC=C(C=C1)C=1C=CC2=C(C=C(CCN2CC2CCCCC2)C(=O)OC)C1 (methyl 7-[4-(2-butoxyethoxy)phenyl]-1-cyclohexylmethyl-2,3-dihydro-1H-1-benzazepine-4-carboxylate). Yield: 99.2%. As a reaction SMILES: [CH2:1]([O:5][CH2:6][CH2:7][O:8][C:9]1[CH:14]=[CH:13][C:12]([C:15]2[CH:16]=[CH:17][C:18]3[NH:24][CH2:23][CH2:22][C:21]([C:25]([O:27][CH3:28])=[O:26])=[CH:20][C:19]=3[CH:29]=2)=[CH:11][CH:10]=1)[CH2:2][CH2:3][CH3:4].[CH:30]1([CH:36]=O)[CH2:35][CH2:34][CH2:33][CH2:32][CH2:31]1.C(O[BH-](OC(=O)C)OC(=O)C)(=O)C.[Na+].C(=O)([O-])O.[Na+]>ClCCCl.O>[CH2:1]([O:5][CH2:6][CH2:7][O:8][C:9]1[CH:10]=[CH:11][C:12]([C:15]2[CH:16]=[CH:17][C:18]3[N:24]([CH2:36][CH:30]4[CH2:35][CH2:34][CH2:33][CH2:32][CH2:31]4)[CH2:23][CH2:22][C:21]([C:25]([O:27][CH3:28])=[O:26])=[CH:20][C:19]=3[CH:29]=2)=[CH:13][CH:14]=1)[CH2:2][CH2:3][CH3:4] |f:2.3,4.5|. Procedure details: In 1,2-dichloroethane (5 ml) were dissolved methyl 7-[4-(2-butoxyethoxy)phenyl]-2,3-dihydro-1H-1-benzazepine-4-carboxylate (0.3 g) and cyclohexanecarboaldehyde (0.43 g). To the solution was added sodium triacetoxyborohydride (0.43 g), and the mixture was stirred under nitrogen atmosphere at room temperature for 3.5 hours, poured into water, neutralized with sodium hydrogen carbonate solution and extracted with ethyl acetate. The organic layer was washed with water and saturated brine and dried w...